Dataset: the Open Reaction Database (ORD), a public repository of structured organic reaction records. Task: describe an organic reaction: reactants, conditions, products, and yield Reactants: BrC=1C=C2C=CN=CC2=CC1 (6-bromoisoquinoline), [I-].[K+] (potassium iodide), ClCCl.C(C)OCC (dichloromethane diethyl ether). Reagents/catalysts: [Cu]I (copper (I) iodide). Solvent: CN(C=O)C (N,N-dimethylformamide). The product is IC=1C=C2C=CN=CC2=CC1 (6-Iodoisoquinoline). The yield is 101.8%. Reaction SMILES: Br[C:2]1[CH:3]=[C:4]2[C:9](=[CH:10][CH:11]=1)[CH:8]=[N:7][CH:6]=[CH:5]2.[I-:12].[K+].ClCCl.C(OCC)C>CN(C)C=O.[Cu]I>[I:12][C:2]1[CH:3]=[C:4]2[C:9](=[CH:10][CH:11]=1)[CH:8]=[N:7][CH:6]=[CH:5]2 |f:1.2,3.4|. Procedure details: Heat a mixture of 6-bromoisoquinoline (Aldrich; 0.320 g, 1.54 mmol), copper (I) iodide (0.155 g, 0.815 mmol), and potassium iodide (1.27 g, 7.96 mmol) in N,N-dimethylformamide (5.0 mL) to 130° C. at 3 h under microwave irradiation. Pour the cooled reaction mixture into 4:1 dichloromethane/diethyl ether (100 mL) and filter. Wash the filtrate with 5% aqueous sodium bisulfite solution (2×50 mL). Dry the organic layer over sodium chloride, decant the organic layer, and remove the solvents under redu... Starting materials: C(C)(=O)C=1C(NC(N(C1)CC1=CC=CC=C1)=O)=O (5-acetyl-1-benzyluracil), FC1=CC=C(CBr)C=C1 (4-fluorobenzyl bromide), C([O-])([O-])=O.[K+].[K+] (potassium carbonate), C20H18FN2O3. Solvent: CN(C)C=O (DMF). Product: FC1=CC=C(CN2C(N(C=C(C2=O)C(C)=O)CC2=CC=CC=C2)=O)C=C1 (3-(4-fluorobenzyl)-5-acetyl-1-benzyluracil). Isolated yield 93.7%. RXN SMILES: [C:1]([C:4]1[C:5](=[O:18])[NH:6][C:7](=[O:17])[N:8]([CH2:10][C:11]2[CH:16]=[CH:15][CH:14]=[CH:13][CH:12]=2)[CH:9]=1)(=[O:3])[CH3:2].[F:19][C:20]1[CH:27]=[CH:26][C:23]([CH2:24]Br)=[CH:22][CH:21]=1.C(=O)([O-])[O-].[K+].[K+]>CN(C=O)C>[F:19][C:20]1[CH:27]=[CH:26][C:23]([CH2:24][N:6]2[C:5](=[O:18])[C:4]([C:1](=[O:3])[CH3:2])=[CH:9][N:8]([CH2:10][C:11]3[CH:16]=[CH:15][CH:14]=[CH:13][CH:12]=3)[C:7]2=[O:17])=[CH:22][CH:21]=1 |f:2.3.4|. Reported procedure: The title compound was synthesized in 93.7% yield by benzylation of 5-acetyl-1-benzyluracil (2e) with 2 equiv of 4-fluorobenzyl bromide and 2 equiv of potassium carbonate in DMF. Mp. 106-108° C. 1HNMR (CDCl3): 8.23 (s, 1H), 7.30-7.50 (m, 7H), 7.00 (m, 2H), 5.12 (s, 2H), 5.01 (s, 2H), 2.61 (s, 3H). 13CNMR (CDCl3): 194.3, 162.4 (d, J=246.4 Hz), 160.7, 151.0, 148.4, 134.4, 132.1 (d, J=3.4 Hz), 131.1 (d, J=8.2 Hz), 129.2, 128.9, 128.2, 115.3 (d, J=21.6 Hz), 112.3, 53.4, 44.2, 30.6. FAB-HRMS: [M+H]+ ... The reactants are [OH-] (hydroxide), oil, ClC1=C(C=CC=C1)[N+](=O)[O-] (o-chloronitrobenzene), CN([C@H]1C[C@H](C2=C(CC1)C=CC=C2)O)C (cis 7-dimethylamino-6,7,8,9-tetrahydro-5H-benzocyclohepten-5-ol). Run in CS(=O)C (dimethylsulfoxide). Reaction conditions: temperature 70 celsius, time 10 minute. Product: CN([C@H]1C[C@H](C2=C(CC1)C=CC=C2)OC2=C(C=CC=C2)[N+](=O)[O-])C (cis N,N-dimethyl-5-[2-nitrophenoxy]-6,7,8,9-tetrahydro-5H-benzocyclohepten-7-amine). Yield: 196.4%. RXN SMILES: [OH-].[CH3:2][N:3]([CH3:16])[C@@H:4]1[CH2:10][CH2:9][C:8]2[CH:11]=[CH:12][CH:13]=[CH:14][C:7]=2[C@H:6]([OH:15])[CH2:5]1.Cl[C:18]1[CH:23]=[CH:22][CH:21]=[CH:20][C:19]=1[N+:24]([O-:26])=[O:25]>CS(C)=O>[CH3:2][N:3]([CH3:16])[C@@H:4]1[CH2:10][CH2:9][C:8]2[CH:11]=[CH:12][CH:13]=[CH:14][C:7]=2[C@H:6]([O:15][C:18]2[CH:23]=[CH:22][CH:21]=[CH:20][C:19]=2[N+:24]([O-:26])=[O:25])[CH2:5]1. Procedure: A mixture of 11 ml of dimethylsulfoxide and 1.1 g of hydroxide as a 50% oil dispersion was heated in a bath at 70° C. for 30 minutes and after cooling the mixture to 20° C., 4.1 g of cis 7-dimethylamino-6,7,8,9-tetrahydro-5H-benzocyclohepten-5-ol were added thereto. The mixture was stirred for 10 minutes at room temperature and then 6.32 g of o-chloronitrobenzene were added thereto while cooling in an ice bath. The mixture was stirred for 30 minutes at 20° C. and was extracted with methylene chl... Reactants: [Cl-].[Li+] (lithium chloride), C(C)(C)=C(CC1(C(C=C(CC1C)OC(C)C)=O)C(=O)OC)CCCl (methyl 1-(2-isopropylidene-4-chlorobutyl)-2-oxo-4-isopropoxy-6-methyl-3-cyclohexene carboxylate), O (water). The solvent is CN(P(N(C)C)(N(C)C)=O)C (hexamethylphosphoric triamide). Conditions: temperature 130 celsius. Yields the product C(C)(C)=C1CC2(CC1)C(C=C(CC2C)OC(C)C)=O (2-isopropylidene-8-isopropoxy-10-methylspiro[4.5]dec-7-en-6-one). The yield is 81.9%. Reaction SMILES: [Cl-].[Li+].[C:3](=[C:6]([CH2:24][CH2:25]Cl)[CH2:7][C:8]1(C(OC)=O)[CH:13]([CH3:14])[CH2:12][C:11]([O:15][CH:16]([CH3:18])[CH3:17])=[CH:10][C:9]1=[O:19])([CH3:5])[CH3:4].O>CN(C)P(=O)(N(C)C)N(C)C>[C:3](=[C:6]1[CH2:24][CH2:25][C:8]2([CH:13]([CH3:14])[CH2:12][C:11]([O:15][CH:16]([CH3:17])[CH3:18])=[CH:10][C:9]2=[O:19])[CH2:7]1)([CH3:4])[CH3:5] |f:0.1|. Procedure details: Dry lithium chloride (3.8 g, 0.09 mol) and methyl 1-(2-isopropylidene-4-chlorobutyl)-2-oxo-4-isopropoxy-6-methyl-3-cyclohexene carboxylate (21.3 g, 0.06 mol) were mixed in anhydrous hexamethylphosphoric triamide (120 mL) under nitrogen. The solution was heated at 130° C. for 40 minutes and after cooling was poured into water (300 mL). The mixture was extracted with ether and the extract dried (Na2SO4). Solvent removal gave 15.2 g of crude spiroketones 1 and 2 (glc purity of 93%, spiroketones sep...